From a dataset of the Open Reaction Database (ORD), a public repository of structured organic reaction records. describe an organic reaction: reactants, conditions, products, and yield Reactants: N1C=CC2=CC(=CC=C12)C(=O)OC (methyl indole-5-carboxylate), IC1=CC(=C(C=C1)F)F (1-iodo-3,4-difluoro-benzene), CN[C@H]1[C@@H](CCCC1)NC (trans-N,N′-dimethylcyclohexane-1,2-diamine), [O-]P(=O)([O-])[O-].[K+].[K+].[K+] (K3PO4). Reagents/catalysts: [Cu]I (CuI). Solvent: C1(=CC=CC=C1)C (toluene), C(Cl)Cl (CH2Cl2). Reaction conditions: temperature 110 celsius. Yields the product FC=1C=C(C=CC1F)N1C=CC2=CC(=CC=C12)C(=O)OC (Methyl 1-(3,4-difluorophenyl)-indole-5-carboxylate). Isolated yield 91.6%. As a reaction SMILES: [NH:1]1[C:9]2[C:4](=[CH:5][C:6]([C:10]([O:12][CH3:13])=[O:11])=[CH:7][CH:8]=2)[CH:3]=[CH:2]1.I[C:15]1[CH:20]=[CH:19][C:18]([F:21])=[C:17]([F:22])[CH:16]=1.CN[C@@H]1CCCC[C@H]1NC.[O-]P([O-])([O-])=O.[K+].[K+].[K+]>C1(C)C=CC=CC=1.C(Cl)Cl.[Cu]I>[F:21][C:18]1[CH:19]=[C:20]([N:1]2[C:9]3[C:4](=[CH:5][C:6]([C:10]([O:12][CH3:13])=[O:11])=[CH:7][CH:8]=3)[CH:3]=[CH:2]2)[CH:15]=[CH:16][C:17]=1[F:22] |f:3.4.5.6|. Procedure details: A mixture of methyl indole-5-carboxylate 24a (2 g, 11.4 mmol), 1-iodo-3,4-difluoro-benzene 24b (1.5 mL, 12.5 mmol), CuI (0.22 g, 1.14 mmol), trans-N,N′-dimethylcyclohexane-1,2-diamine (0.54 mL, 3.43 mmol), and K3PO4 (6.06 g, 28.5 mmol) in toluene (12 mL) was heated at 110° C. for 7 hours. The reaction mixture was diluted with CH2Cl2 and filtered. The solution was concentrated and the residue was purified by flash column chromatography (silica gel, 20% EtOAc/heptane) to give 24c (3.0 g). Starting materials: C(C)(C)(C)OC(=O)N(C1=CC=C(C=C1)CCNS(=O)(=O)C(F)(F)F)CC1=CC=CC=2N1C=CN2 (5-[N-tert-butoxycarbonyl-N-[4-(2-trifluoromethanesulfonamidoethan-1-yl)phenyl] aminomethyl]imidazo[1,2-a]pyridine), ClC(C(=O)Cl)(Cl)Cl (trichloroacetyl chloride), C(O)([O-])=O.[Na+] (sodium hydrogencarbonate), ice water. Reagents/catalysts: CN(C)C1=CC=NC=C1 (4-(N,N-dimethylamino)pyridine). Solvent: C(Cl)(Cl)Cl (chloroform). Product: ClC(C(=O)C1=CN=C2N1C(=CC=C2)CN(C2=CC=C(C=C2)CCNS(=O)(=O)C(F)(F)F)C(=O)OC(C)(C)C)(Cl)Cl (3-trichloroacetyl-5-[N-tert-butoxy carbonyl-N-[4-(2-trifluoromethanesulfonamidoethan-1-yl) phenyl]aminomethyl]imidazo[1,2-a]pyridine). Yield: 54.8%. Reaction SMILES: [C:1]([O:5][C:6]([N:8]([CH2:25][C:26]1[N:31]2[CH:32]=[CH:33][N:34]=[C:30]2[CH:29]=[CH:28][CH:27]=1)[C:9]1[CH:14]=[CH:13][C:12]([CH2:15][CH2:16][NH:17][S:18]([C:21]([F:24])([F:23])[F:22])(=[O:20])=[O:19])=[CH:11][CH:10]=1)=[O:7])([CH3:4])([CH3:3])[CH3:2].[Cl:35][C:36]([Cl:41])([Cl:40])[C:37](Cl)=[O:38].C(=O)([O-])O.[Na+]>CN(C1C=CN=CC=1)C.C(Cl)(Cl)Cl>[Cl:35][C:36]([Cl:41])([Cl:40])[C:37]([C:32]1[N:31]2[C:26]([CH2:25][N:8]([C:6]([O:5][C:1]([CH3:4])([CH3:2])[CH3:3])=[O:7])[C:9]3[CH:10]=[CH:11][C:12]([CH2:15][CH2:16][NH:17][S:18]([C:21]([F:24])([F:22])[F:23])(=[O:20])=[O:19])=[CH:13][CH:14]=3)=[CH:27][CH:28]=[CH:29][C:30]2=[N:34][CH:33]=1)=[O:38] |f:2.3|. Procedure details: To a solution of 2.00 g of 5-[N-tert-butoxycarbonyl-N-[4-(2-trifluoromethanesulfonamidoethan-1-yl)phenyl] aminomethyl]imidazo[1,2-a]pyridine and 1.47 g (12.04 mmol) of 4-(N,N-dimethylamino)pyridine in 20 ml of chloroform was added dropwise 1.34 ml (12.04 mmol) of trichloroacetyl chloride at room temperature. The reaction mixture was heated for 18 hours under reflux. The reaction mixture was poured into ice-water. The mixture was neutralized with a saturated aqueous solution of sodium hydrogencar... Starting materials: BrC1=NC=CC(=C1)OC (2-bromo-4-methoxypyridine), CC1=C(C=C(C=C1)B(O)O)[N+](=O)[O-] (4-methyl-3-nitrophenylboronic acid), aqueous solution, C([O-])([O-])=O.[Na+].[Na+] (sodium carbonate). The reagents and catalysts are [Pd].C1(=CC=CC=C1)P(C1=CC=CC=C1)C1=CC=CC=C1.C1(=CC=CC=C1)P(C1=CC=CC=C1)C1=CC=CC=C1.C1(=CC=CC=C1)P(C1=CC=CC=C1)C1=CC=CC=C1.C1(=CC=CC=C1)P(C1=CC=CC=C1)C1=CC=CC=C1 (tetrakis(triphenylphosphine)-palladium). The solvent is COCCOC (1,2-dimethoxyethane), C(C)(=O)OCC (ethyl acetate). Conditions: temperature 80 celsius, time 7 hour. The product is COC1=CC(=NC=C1)C1=CC(=C(C=C1)C)[N+](=O)[O-] (4-(4-methoxypyridin-2-yl)-2-nitrotoluene). Isolated yield 95.1%. RXN SMILES: Br[C:2]1[CH:7]=[C:6]([O:8][CH3:9])[CH:5]=[CH:4][N:3]=1.[CH3:10][C:11]1[CH:16]=[CH:15][C:14](B(O)O)=[CH:13][C:12]=1[N+:20]([O-:22])=[O:21].C(=O)([O-])[O-].[Na+].[Na+]>COCCOC.C(OCC)(=O)C.[Pd].C1(P(C2C=CC=CC=2)C2C=CC=CC=2)C=CC=CC=1.C1(P(C2C=CC=CC=2)C2C=CC=CC=2)C=CC=CC=1.C1(P(C2C=CC=CC=2)C2C=CC=CC=2)C=CC=CC=1.C1(P(C2C=CC=CC=2)C2C=CC=CC=2)C=CC=CC=1>[CH3:9][O:8][C:6]1[CH:5]=[CH:4][N:3]=[C:2]([C:14]2[CH:15]=[CH:16][C:11]([CH3:10])=[C:12]([N+:20]([O-:22])=[O:21])[CH:13]=2)[CH:7]=1 |f:2.3.4,7.8.9.10.11|. Procedure details: To a suspension of 2-bromo-4-methoxypyridine (2.5 g), 4-methyl-3-nitrophenylboronic acid (3.37 g) and tetrakis(triphenylphosphine)-palladium (768 mg) in 1,2-dimethoxyethane (100 ml) was added 2M aqueous solution of sodium carbonate (18.6 ml). The mixture was stirred at 80° C. for 7 hours under a nitrogen atmosphere, then cooled to room temperature and diluted with ethyl acetate. The organic layer was separated, washed with water and brine and dried over sodium sulfate. The solvent was evaporated... Starting materials: CCOC(=O)Cl, NCC(CC(=O)O)c1ccc(Cl)c(Cl)c1, [Na+], [OH-], O. Product: CCOC(=O)NCC(CC(=O)O)c1ccc(Cl)c(Cl)c1. RXN SMILES: [Cl:1][C:2](=[O:3])[O:4][CH2:5][CH3:6].[NH2:9][CH2:10][CH:11]([CH2:12][C:13](=[O:14])[OH:15])[c:16]1[cH:17][c:18]([Cl:23])[c:19]([Cl:22])[cH:20][cH:21]1.[Na+:8].[OH-:7].[OH2:24]>>[C:2](=[O:3])([O:4][CH2:5][CH3:6])[NH:9][CH2:10][CH:11]([CH2:12][C:13](=[O:14])[OH:15])[c:16]1[cH:17][c:18]([Cl:23])[c:19]([Cl:22])[cH:20][cH:21]1. Conditions: time 6 minute. The reactants are BrC1=CC=C(C=C1)NC=1OC2=C(N1)C=C(C=C2)OC ((4-bromophenyl)(5-methoxybenzoxazol-2-yl)amine), Br (hydrobromic acid). As a reaction SMILES: [Br:1][C:2]1[CH:7]=[CH:6][C:5]([NH:8][C:9]2[O:10][C:11]3[CH:17]=[CH:16][C:15]([O:18]C)=[CH:14][C:12]=3[N:13]=2)=[CH:4][CH:3]=1.Br>>[Br:1][C:2]1[CH:3]=[CH:4][C:5]([NH:8][C:9]2[O:10][C:11]3[CH:17]=[CH:16][C:15]([OH:18])=[CH:14][C:12]=3[N:13]=2)=[CH:6][CH:7]=1. Yields the product BrC1=CC=C(C=C1)NC=1OC2=C(N1)C=C(C=C2)O (2-[(4-bromophenyl)amino]benzoxazol-5-ol). Procedure: The mixture of (4-bromophenyl)(5-methoxybenzoxazol-2-yl)amine and hydrobromic acid (48%) was subjected to the microwave at 150° C. for 6 mins to yield 2-[(4-bromophenyl)amino]benzoxazol-5-ol. MS: MH+=305 The product is ClC1=C(C=C(C(=C1)O)I)C1=CC(=CC=C1)F (2-Chloro-3′-fluoro-5-iodobiphenyl-4-ol). Reactants: IN1C(CCC1=O)=O (N-iodosuccinimide), ClC1=C(C=CC(=C1)O)C1=CC(=CC=C1)F (2-Chloro-3′-fluorobiphenyl-4-ol), S(O)(O)(=O)=O (sulfuric acid), IN1C(CCC1=O)=O (N-iodosuccinimide), O (Water). The yield is 66.8%. Conditions: time 18 hour. Procedure: 2-Chloro-3′-fluorobiphenyl-4-ol (Preparation 69, 500 mg, 2.25 mmol) was dissolved in dichloromethane (5 mL) and acetic acid (5 mL). Concentrated sulfuric acid (0.05 mL) was added followed by N-iodosuccinimide (480 mg, 2.13 mmol) and the reaction stirred at room temperature for 18 hours. A further portion of N-iodosuccinimide (50 mg, 0.22 mmol) was added and stirring continued at room temperature for 3 hours. Water and dichloromethane were added and the two layers separated. The organic layer was... The solvent is C(C)(=O)O (acetic acid), ClCCl (dichloromethane), ClCCl (dichloromethane). As a reaction SMILES: [Cl:1][C:2]1[CH:7]=[C:6]([OH:8])[CH:5]=[CH:4][C:3]=1[C:9]1[CH:14]=[CH:13][CH:12]=[C:11]([F:15])[CH:10]=1.S(=O)(=O)(O)O.[I:21]N1C(=O)CCC1=O.O>ClCCl.C(O)(=O)C>[Cl:1][C:2]1[CH:7]=[C:6]([OH:8])[C:5]([I:21])=[CH:4][C:3]=1[C:9]1[CH:14]=[CH:13][CH:12]=[C:11]([F:15])[CH:10]=1. Reactants: COc1ccc(C2=NC3(CCCCC3)C(=O)O2)cc1, CSCCC(N)C(=O)O, CN1CCOCC1. Product: COc1ccc(C(=O)NC2(C(=O)NC(CCSC)C(=O)O)CCCCC2)cc1. As a reaction SMILES: [CH3:10][O:11][c:12]1[cH:13][cH:14][c:15]([C:18]2=[N:19][C:20]3([C:21](=[O:23])[O:22]2)[CH2:24][CH2:25][CH2:26][CH2:27][CH2:28]3)[cH:16][cH:17]1.[CH3:1][S:2][CH2:3][CH2:4][CH:5]([NH2:6])[C:7]([OH:8])=[O:9].[CH3:29][N:30]1[CH2:31][CH2:32][O:33][CH2:34][CH2:35]1>>[CH3:1][S:2][CH2:3][CH2:4][CH:5]([NH:6][C:21]([C:20]1([NH:19][C:18]([c:15]2[cH:14][cH:13][c:12]([O:11][CH3:10])[cH:17][cH:16]2)=[O:22])[CH2:24][CH2:25][CH2:26][CH2:27][CH2:28]1)=[O:23])[C:7]([OH:8])=[O:9].